From a dataset of the Open Reaction Database (ORD), a public repository of structured organic reaction records. describe an organic reaction: reactants, conditions, products, and yield Reactants: CN, COC(=O)C(C)Oc1cccc2ncnc(Nc3ccc4c(cnn4Cc4cccc(F)c4)c3)c12. The product is CNC(=O)C(C)Oc1cccc2ncnc(Nc3ccc4c(cnn4Cc4cccc(F)c4)c3)c12. RXN SMILES: [CH3:36][NH2:37].[F:1][c:2]1[cH:3][c:4]([CH2:5][n:6]2[n:7][cH:8][c:9]3[cH:10][c:11]([NH:15][c:16]4[n:17][cH:18][n:19][c:20]5[cH:21][cH:22][cH:23][c:24]([O:26][CH:27]([C:28]([O:30][CH3:29])=[O:31])[CH3:32])[c:25]45)[cH:12][cH:13][c:14]23)[cH:33][cH:34][cH:35]1>>[F:1][c:2]1[cH:3][c:4]([CH2:5][n:6]2[n:7][cH:8][c:9]3[cH:10][c:11]([NH:15][c:16]4[n:17][cH:18][n:19][c:20]5[cH:21][cH:22][cH:23][c:24]([O:26][CH:27]([C:28](=[O:30])[NH:37][CH3:36])[CH3:32])[c:25]45)[cH:12][cH:13][c:14]23)[cH:33][cH:34][cH:35]1.